Dataset: the Open Reaction Database (ORD), a public repository of structured organic reaction records. Task: describe an organic reaction: reactants, conditions, products, and yield Reactants: C=CC(=O)OC, Cn1c2ccccc2c2nc3ccc(Cl)cc3c3cccc1c32. Yields the product COC(=O)C=Cc1ccc2nc3c4ccccc4n(C)c4cccc(c2c1)c34. Reaction SMILES: [C:24]([CH:25]=[CH2:26])(=[O:27])[O:28][CH3:29].[Cl:1][c:2]1[cH:3][c:4]2[c:5]([cH:6][cH:7]1)[n:8][c:9]1[c:10]3[c:11]2[cH:12][cH:13][cH:14][c:15]3[n:16]([CH3:23])[c:17]2[cH:18][cH:19][cH:20][cH:21][c:22]12>>[c:2]1([CH:26]=[CH:25][C:24](=[O:27])[O:28][CH3:29])[cH:3][c:4]2[c:5]([cH:6][cH:7]1)[n:8][c:9]1[c:10]3[c:11]2[cH:12][cH:13][cH:14][c:15]3[n:16]([CH3:23])[c:17]2[cH:18][cH:19][cH:20][cH:21][c:22]12. The reactants are [N+](=O)([O-])C=1C(=NC=C(C1)[N+](=O)[O-])OCCO (2-(3,5-dinitro-2-pyridyloxy)ethanol), C(C)(=O)OC(C)=O (acetic anhydride), [OH-].[Na+] (NaOH), [H][H] (hydrogen). The reagents and catalysts are [Pd] (palladium on carbon). Run in C(C)O (ethanol). Reaction conditions: temperature 10 celsius, time 30 minute. The product is NC=1C(=NC=C(C1)NC(C)=O)OCCO (2-(3-amino-5-acetamido-2-pyridyloxy)ethanol). Isolated yield 59.5%. Reaction SMILES: [N+:1]([C:4]1[C:5]([O:13][CH2:14][CH2:15][OH:16])=[N:6][CH:7]=[C:8]([N+:10]([O-])=O)[CH:9]=1)([O-])=O.[H][H].[C:19](OC(=O)C)(=[O:21])[CH3:20].[OH-].[Na+]>C(O)C.[Pd]>[NH2:1][C:4]1[C:5]([O:13][CH2:14][CH2:15][OH:16])=[N:6][CH:7]=[C:8]([NH:10][C:19](=[O:21])[CH3:20])[CH:9]=1 |f:3.4|. Procedure details: 8.5 g (37 mmol) of 2-(3,5-dinitro-2-pyridyloxy)ethanol was dissolved in 250 ml of degassified ethanol. The mixture was stirred in the presence of 400 mg of 5% palladium on carbon as a catalyst under 20 atm hydrogen pressure at room temperature for 2 days in an autoclave. The reaction mixture was filtered through Celite to remove the catalyst, and subsequently, 120 ml of ethanol and 74 ml of water were added to the filtrate. The temperature was maintained at about 10° C., and 3.7 ml of acetic anh... Reactants: CC(O)=S, CC(=O)OC1CC(=O)N1, [Na+], [Na+], O=C([O-])O, [OH-], O. The product is CC(=O)SC1CC(=O)N1. RXN SMILES: [C:3]([CH3:4])(=[S:5])[OH:6].[C:7]([O:8][CH:11]1[CH2:12][C:13](=[O:15])[NH:14]1)(=[O:9])[CH3:10].[Na+:20].[Na+:2].[O-:16][C:17]([OH:18])=[O:19].[OH-:1].[OH2:21]>>[C:3]([CH3:4])([S:5][CH:11]1[CH2:12][C:13](=[O:15])[NH:14]1)=[O:6]. The reactants are OC(=O)C(F)(F)F.FC1=C(C=C(CN2CCCCC2)C=C1)[N+](=O)[O-] (1-(4-Fluoro-3-nitro-benzyl)-piperidine—TFA salt), C1(CCCCC1)N (cyclohexanamine), C(C)(C)N(C(C)C)CC (N,N-Diisopropylethylamine), CN(C=O)C (N,N-dimethylformamide). The solvent is C(C)(=O)OCC (ethyl acetate). The product is C1(CCCCC1)NC1=C(C=C(C=C1)CN1CCCCC1)[N+](=O)[O-] (N-cyclohexyl-2-nitro-4-(piperidin-1-ylmethyl)aniline). The yield is 140.2%. Reaction SMILES: OC(C(F)(F)F)=O.F[C:9]1[CH:21]=[CH:20][C:12]([CH2:13][N:14]2[CH2:19][CH2:18][CH2:17][CH2:16][CH2:15]2)=[CH:11][C:10]=1[N+:22]([O-:24])=[O:23].[CH:25]1([NH2:31])[CH2:30][CH2:29][CH2:28][CH2:27][CH2:26]1.C(N(CC)C(C)C)(C)C.CN(C)C=O>C(OCC)(=O)C>[CH:25]1([NH:31][C:9]2[CH:21]=[CH:20][C:12]([CH2:13][N:14]3[CH2:19][CH2:18][CH2:17][CH2:16][CH2:15]3)=[CH:11][C:10]=2[N+:22]([O-:24])=[O:23])[CH2:30][CH2:29][CH2:28][CH2:27][CH2:26]1 |f:0.1|. Procedure: 1-(4-Fluoro-3-nitro-benzyl)-piperidine—TFA salt (2.69 g, 0.00764 mol), cyclohexanamine (3.87 mL, 0.0339 mol) and N,N-Diisopropylethylamine (6.00 mL, 0.0344 mol) were dissolved in N,N-dimethylformamide (8.00 mL, 0.103 mol). The mixture was apportioned into four vials and each was microwaved at 300 watts, 130° C. for 7 minutes. The combined reaction mixtures were diluted with ethyl acetate, washed with 5% citric acid, saturated sodium chloride, dried over sodium sulfate and concentrated to give 3....